Dataset: the Open Reaction Database (ORD), a public repository of structured organic reaction records. Task: describe an organic reaction: reactants, conditions, products, and yield Reactants: NC(P(O)(=O)O)P(O)(=O)O (amino methane diphosphonic acid), P(O)(O)O (phosphorous acid), C=O (formaldehyde). Yields the product P(=O)(O)(O)C=NC(P(O)(=O)O)P(O)(=O)O (N-phosphono methylene amino methane diphosphonic acid). Reaction SMILES: [NH2:1][CH:2]([P:7]([OH:10])(=[O:9])[OH:8])[P:3]([OH:6])(=[O:5])[OH:4].[P:11]([OH:14])([OH:13])[OH:12].[CH2:15]=O>>[P:11]([CH:15]=[N:1][CH:2]([P:7]([OH:10])(=[O:8])[OH:9])[P:3]([OH:6])(=[O:4])[OH:5])([OH:14])([OH:13])=[O:12]. Procedure details: Reaction of amino methane diphosphonic acid with slightly more than one mole of phosphorous acid and formaldehyde yields mainly N-phosphono methylene amino methane diphosphonic acid. The reaction proceeds in a similar manner with other 1-amino alkane-1,1-diphosphonic acids such as, for instance, with 1-amino ethane-1,1-diphosphonic acid or with 1-amino propane-1,1-diphosphonic acid. Starting materials: CN(C)C1CC2c3ccccc3Cc3ccccc3N2C1=O, COCCOCCOC. Product: CN(C)C1CC2c3ccccc3Cc3ccccc3N2C1. As a reaction SMILES: [CH3:1][N:2]([CH:3]1[CH2:4][CH:5]2[N:6]([c:7]3[c:8]([cH:16][cH:17][cH:18][cH:19]3)[CH2:9][c:10]3[c:11]2[cH:12][cH:13][cH:14][cH:15]3)[C:20]1=[O:21])[CH3:22].[CH3:23][O:24][CH2:25][CH2:26][O:27][CH2:28][CH2:29][O:30][CH3:31]>>[CH3:1][N:2]([CH:3]1[CH2:4][CH:5]2[N:6]([c:7]3[c:8]([cH:16][cH:17][cH:18][cH:19]3)[CH2:9][c:10]3[c:11]2[cH:12][cH:13][cH:14][cH:15]3)[CH2:20]1)[CH3:22]. The reactants are O1CCCC1 (tetrahydrofuran), [B-](F)(F)(F)F.[K+] (potassium borofluoride), O1CCCC1 (tetrahydrofuran). Solvent: S(O)(O)(=O)=O (sulfuric acid). Conditions: temperature 10 celsius. Product: CCCCO[C@@H](CC)CO (PTMG). Reaction SMILES: [B-](F)(F)(F)F.[K+].[O:7]1[CH2:11][CH2:10][CH2:9][CH2:8]1>S(=O)(=O)(O)O>[CH3:8][CH2:9][CH2:10][CH2:11][O:7][C@H:10]([CH2:11][OH:7])[CH2:9][CH3:8] |f:0.1|. Procedure details: In the same reaction apparatus as in Example 1, a solution prepared by dissolving 0.82 g of potassium borofluoride in 105 g of 25% fuming sulfuric acid was drowpise added to 500 g of tetrahydrofuran at -10° C. over a period of 40 minutes, and thereafter the mixture was subjected to reaction at -10° C. for one hour. The tetrahydrofuran conversion at the end of this reaction was 38%. Then, the reaction mixture was heated to 10° C. and further subjected to reaction for 2 hours. The conversion at th... Starting materials: Cl (HCl), C(CCC)N=C(C=1C(C(=O)O)=C(C(=C(C1Cl)Cl)Cl)Cl)O (tetrachlorophthalic acid N-n-butylimide), C([O-])([O-])=O.[K+].[K+] (potassium carbonate), C1(=CC=CC=C1)S (thiophenol). Solvent: O1CCCC1 (tetrahydrofuran), O1CCCC1 (tetrahydrofuran). Reaction conditions: temperature 0 celsius, time 3 hour. The product is C(CCC)N=C(C=1C(C(=O)O)=C(C(=C(C1Cl)Cl)SC1=CC=CC=C1)Cl)O (4-Phenylthio-3,5,6-trichlorophthalic acid N-n-butylimide). As a reaction SMILES: [CH2:1]([N:5]=[C:6]([OH:20])[C:7]1[C:8](=[C:12]([Cl:19])[C:13](Cl)=[C:14]([Cl:17])[C:15]=1[Cl:16])[C:9]([OH:11])=[O:10])[CH2:2][CH2:3][CH3:4].C(=O)([O-])[O-].[K+].[K+].[C:27]1([SH:33])[CH:32]=[CH:31][CH:30]=[CH:29][CH:28]=1.Cl>O1CCCC1>[CH2:1]([N:5]=[C:6]([OH:20])[C:7]1[C:8](=[C:12]([Cl:19])[C:13]([S:33][C:27]2[CH:32]=[CH:31][CH:30]=[CH:29][CH:28]=2)=[C:14]([Cl:17])[C:15]=1[Cl:16])[C:9]([OH:11])=[O:10])[CH2:2][CH2:3][CH3:4] |f:1.2.3|. Procedure details: 2 g (5.86 millimols) of tetrachlorophthalic acid N-n-butylimide are initially introduced, together with 2.43 g (17.59 millimols) of potassium carbonate, into 15 ml of tetrahydrofuran at 0° C. A solution of 680 mg (6.16 millimols) of thiophenol in 10 ml of tetrahydrofuran is added dropwise over a period of 2 hours. The mixture is stirred at 0° C. for 3 hours and gradually warmed to 25° C. over a period of 6 hours, and then acidified with 2N HCl solution and extracted with tetrahydrofuran/toluene.... Reactants: O=C([O-])[O-], [Cl-], COc1ccc(Nc2nc(Cl)ncc2-c2nc(C)nc(SC)n2)cn1, [Cs+], [Cs+], [NH4+], C1COCCO1, OB(O)c1ccncc1. The product is COc1ccc(Nc2nc(-c3ccncc3)ncc2-c2nc(C)nc(SC)n2)cn1. RXN SMILES: [C:35](=[O:36])([O-:37])[O-:38].[Cl-:47].[Cl:1][c:2]1[n:3][cH:4][c:5](-[c:17]2[n:18][c:19]([S:24][CH3:25])[n:20][c:21]([CH3:23])[n:22]2)[c:6]([NH:8][c:9]2[cH:10][n:11][c:12]([O:15][CH3:16])[cH:13][cH:14]2)[n:7]1.[Cs+:39].[Cs+:40].[NH4+:48].[O:41]1[CH2:42][CH2:43][O:44][CH2:45][CH2:46]1.[n:26]1[cH:27][cH:28][c:29]([B:32]([OH:33])[OH:34])[cH:30][cH:31]1>>[c:2]1(-[c:29]2[cH:28][cH:27][n:26][cH:31][cH:30]2)[n:3][cH:4][c:5](-[c:17]2[n:18][c:19]([S:24][CH3:25])[n:20][c:21]([CH3:23])[n:22]2)[c:6]([NH:8][c:9]2[cH:10][n:11][c:12]([O:15][CH3:16])[cH:13][cH:14]2)[n:7]1. The reactants are CN1CCC(=CC1)C=1C=CC(=C(C1)N)OC(F)(F)F (5-(1-methyl-1,2,3,6-tetrahydro-pyridin-4-yl)-2-trifluoromethoxy-phenylamine). The reagents and catalysts are [Pd] (Pd/C). Product: CN1CCC(CC1)C=1C=CC(=C(C1)N)OC(F)(F)F (5-(1-Methyl-piperidin-4-yl)-2-trifluoromethoxy-phenylamine). Conditions: time 6 hour. The yield is 56.3%. The solvent is CCO (EtOH). Reaction SMILES: [CH3:1][N:2]1[CH2:7][CH:6]=[C:5]([C:8]2[CH:9]=[CH:10][C:11]([O:15][C:16]([F:19])([F:18])[F:17])=[C:12]([NH2:14])[CH:13]=2)[CH2:4][CH2:3]1>[Pd].CCO>[CH3:1][N:2]1[CH2:7][CH2:6][CH:5]([C:8]2[CH:9]=[CH:10][C:11]([O:15][C:16]([F:17])([F:18])[F:19])=[C:12]([NH2:14])[CH:13]=2)[CH2:4][CH2:3]1. Reported procedure: A suspension of 5-(1-methyl-1,2,3,6-tetrahydro-pyridin-4-yl)-2-trifluoromethoxy-phenylamine (0.3 g, 1.10 mmol), 10% Pd/C catalyst (100 mg) in EtOH (20 mL) was hydrogenated at 40 psi for 6 hours into a Parr apparatus. The mixture was filtered over a pad of celite, the solvent removed under vacuum and the crude residue purified by flash chromatography on silica gel (eluant: DCM/MeOH/NH3 95/05/005) to yield the title compound as a light brown solid (0.17 g, 56% yield).